This data is from the Open Reaction Database (ORD), a public repository of structured organic reaction records. The task is: describe an organic reaction: reactants, conditions, products, and yield Starting materials: COC(CCCCCCCN(C(C1=C(C=CC=C1)Cl)=O)C1=CC(=CC=C1)Cl)=O (8-[2-chloro-N-(3-chlorophenyl)-benzamido]-caprylic acid methyl ester), [OH-].[Na+] (sodium hydroxide). As a reaction SMILES: C[O:2][C:3](=[O:28])[CH2:4][CH2:5][CH2:6][CH2:7][CH2:8][CH2:9][CH2:10][N:11]([C:21]1[CH:26]=[CH:25][CH:24]=[C:23]([Cl:27])[CH:22]=1)[C:12](=[O:20])[C:13]1[CH:18]=[CH:17][CH:16]=[CH:15][C:14]=1[Cl:19].[OH-].[Na+]>CO>[Cl:19][C:14]1[CH:15]=[CH:16][CH:17]=[CH:18][C:13]=1[C:12]([N:11]([CH2:10][CH2:9][CH2:8][CH2:7][CH2:6][CH2:5][CH2:4][C:3]([OH:28])=[O:2])[C:21]1[CH:26]=[CH:25][CH:24]=[C:23]([Cl:27])[CH:22]=1)=[O:20] |f:1.2|. Run in CO (methanol). Yields the product ClC1=C(C(=O)N(C2=CC(=CC=C2)Cl)CCCCCCCC(=O)O)C=CC=C1 (8-[2-Chloro-N-(3-chlorophenyl)-benzamido]-caprylic acid). Procedure: As described in example 1(b), the reaction is carried out with 3.8 g (9 mmol) of 8-[2-chloro-N-(3-chlorophenyl)-benzamido]-caprylic acid methyl ester, 0.48 g (12 mmol) of sodium hydroxide and 50 cc. of methanol. Reaction time: 24 hours, reaction temperature: 25° C. The crude product is purified chromatographically on silicic acid gel using chloroform as eluant.